Dataset: the Open Reaction Database (ORD), a public repository of structured organic reaction records. Task: describe an organic reaction: reactants, conditions, products, and yield Starting materials: CC1COCCN1c1cc(C2(S(C)(=N)=O)CC2)nc(-c2cncc3c2ccn3C(=O)OC(C)(C)C)n1, ClCCl, O=C(O)C(F)(F)F. Product: CC1COCCN1c1cc(C2(S(C)(=N)=O)CC2)nc(-c2cncc3[nH]ccc23)n1. As a reaction SMILES: [CH3:1][CH:2]1[CH2:3][O:4][CH2:5][CH2:6][N:7]1[c:8]1[n:9][c:10](-[c:21]2[c:22]3[c:23]([cH:24][n:25][cH:26]2)[n:27]([C:30]([O:31][C:32]([CH3:33])([CH3:34])[CH3:35])=[O:36])[cH:28][cH:29]3)[n:11][c:12]([C:14]2([S:17](=[O:18])(=[NH:19])[CH3:20])[CH2:15][CH2:16]2)[cH:13]1.[Cl:44][CH2:45][Cl:46].[F:37][C:38]([F:39])([F:40])[C:41]([OH:42])=[O:43]>>[CH3:1][CH:2]1[CH2:3][O:4][CH2:5][CH2:6][N:7]1[c:8]1[n:9][c:10](-[c:21]2[c:22]3[c:23]([cH:24][n:25][cH:26]2)[nH:27][cH:28][cH:29]3)[n:11][c:12]([C:14]2([S:17](=[O:18])(=[NH:19])[CH3:20])[CH2:15][CH2:16]2)[cH:13]1. Starting materials: CCOC(=O)C1(NC(=O)c2cccc(C)c2OC2CCC2)Cc2ccc(Cl)cc2C1, CCO, [K+], [OH-]. Product: Cc1cccc(C(=O)NC2(C(=O)O)Cc3ccc(Cl)cc3C2)c1OC1CCC1. Reaction SMILES: [CH2:1]([CH3:2])[O:3][C:4](=[O:5])[C:6]1([NH:16][C:17]([c:18]2[c:19]([O:25][CH:26]3[CH2:27][CH2:28][CH2:29]3)[c:20]([CH3:24])[cH:21][cH:22][cH:23]2)=[O:30])[CH2:7][c:8]2[cH:9][cH:10][c:11]([Cl:15])[cH:12][c:13]2[CH2:14]1.[CH3:33][CH2:34][OH:35].[K+:32].[OH-:31]>>[O:3]=[C:4]([OH:5])[C:6]1([NH:16][C:17]([c:18]2[c:19]([O:25][CH:26]3[CH2:27][CH2:28][CH2:29]3)[c:20]([CH3:24])[cH:21][cH:22][cH:23]2)=[O:30])[CH2:7][c:8]2[cH:9][cH:10][c:11]([Cl:15])[cH:12][c:13]2[CH2:14]1. Reactants: O=C([O-])[O-], ClCCN1CCCCC1, Cl, [K+], [K+], CN(C)C=O, COc1cc2c(Oc3ccccc3)ncnc2cc1O. Product: COc1cc2c(Oc3ccccc3)ncnc2cc1OCCN1CCCCC1. As a reaction SMILES: [C:31](=[O:32])([O-:33])[O-:34].[Cl:2][CH2:3][CH2:4][N:5]1[CH2:6][CH2:7][CH2:8][CH2:9][CH2:10]1.[ClH:1].[K+:35].[K+:36].[O:37]=[CH:38][N:39]([CH3:40])[CH3:41].[OH:11][c:12]1[c:13]([O:29][CH3:30])[cH:14][c:15]2[c:16]([O:22][c:23]3[cH:24][cH:25][cH:26][cH:27][cH:28]3)[n:17][cH:18][n:19][c:20]2[cH:21]1>>[CH2:3]([CH2:4][N:5]1[CH2:6][CH2:7][CH2:8][CH2:9][CH2:10]1)[O:11][c:12]1[c:13]([O:29][CH3:30])[cH:14][c:15]2[c:16]([O:22][c:23]3[cH:24][cH:25][cH:26][cH:27][cH:28]3)[n:17][cH:18][n:19][c:20]2[cH:21]1. Starting materials: C(C)(C)N(CC)C(C)C (Diisopropylethylamine), NC1=C(C(=C(C(=C1O)F)C1=CC=CC=C1)C)C#N (4-amino-3-cyano-6-fluoro-5-hydroxy-2-methylbiphenyl), [Cl-].[NH4+] (ammonium chloride), COCC(=O)Cl (methoxyacetyl chloride). The solvent is C(C)(=O)OCC (ethyl acetate). Conditions: time 16 hour. Product: COCC(=O)OC=1C(=C(C(=C(C1N)C#N)C)C1=CC=CC=C1)F (4-Amino-5-cyano-2-fluoro-6-methylbiphenyl-3-yl methoxyacetate). The yield is 98.5%. As a reaction SMILES: C(N(C(C)C)CC)(C)C.[NH2:10][C:11]1[C:16]([OH:17])=[C:15]([F:18])[C:14]([C:19]2[CH:24]=[CH:23][CH:22]=[CH:21][CH:20]=2)=[C:13]([CH3:25])[C:12]=1[C:26]#[N:27].[CH3:28][O:29][CH2:30][C:31](Cl)=[O:32].[Cl-].[NH4+]>C(OCC)(=O)C>[CH3:28][O:29][CH2:30][C:31]([O:17][C:16]1[C:15]([F:18])=[C:14]([C:19]2[CH:24]=[CH:23][CH:22]=[CH:21][CH:20]=2)[C:13]([CH3:25])=[C:12]([C:26]#[N:27])[C:11]=1[NH2:10])=[O:32] |f:3.4|. Procedure details: Diisopropylethylamine (0.64 ml, 3.7 mmol) was added to an ethyl acetate (8 ml) solution of 4-amino-3-cyano-6-fluoro-5-hydroxy-2-methylbiphenyl (I-41) (180 mg, 0.74 mmol), then with cooling with ice, methoxyacetyl chloride (0.17 ml, 1.85 mmol) was added, followed by stirring for 16 hours with gradually heating up to room temperature. Aqueous saturated ammonium chloride solution was added to the reaction liquid, followed by extraction three times with ethyl acetate, the organic layer was washed wi... Reactants: ClC=1C=C2C(CCOC2=CC1OC1=CC=C(C=C1)C(NCCC1=C(C=C(C=C1)Cl)C1CC1)=O)C(=O)OCC (ethyl 6-chloro-7-(4-(4-chloro-2-cyclopropylphenethylcarbamoyl)phenoxy)chroman-4-carboxylate), C(Cl)(Cl)Cl.CO.CC(=O)O (chloroform methanol HOAc), [OH-].[Na+] (sodium hydroxide). Solvent: CCOC(=O)C (EtOAc), Cl (HCl), O1CCCC1 (tetrahydrofuran), C(C)O (ethanol). Run at time 1 hour. Yields the product ClC=1C=C2C(CCOC2=CC1OC1=CC=C(C=C1)C(NCCC1=C(C=C(C=C1)Cl)C1CC1)=O)C(=O)O (6-chloro-7-(4-(4-chloro-2-cyclopropylphenethylcarbamoyl)phenoxy)chroman-4-carboxylic acid). Yield: 77.3%. As a reaction SMILES: [Cl:1][C:2]1[CH:3]=[C:4]2[C:9](=[CH:10][C:11]=1[O:12][C:13]1[CH:18]=[CH:17][C:16]([C:19](=[O:33])[NH:20][CH2:21][CH2:22][C:23]3[CH:28]=[CH:27][C:26]([Cl:29])=[CH:25][C:24]=3[CH:30]3[CH2:32][CH2:31]3)=[CH:15][CH:14]=1)[O:8][CH2:7][CH2:6][CH:5]2[C:34]([O:36]CC)=[O:35].[OH-].[Na+].C(Cl)(Cl)Cl.CO.CC(O)=O>O1CCCC1.C(O)C.CCOC(C)=O.Cl>[Cl:1][C:2]1[CH:3]=[C:4]2[C:9](=[CH:10][C:11]=1[O:12][C:13]1[CH:14]=[CH:15][C:16]([C:19](=[O:33])[NH:20][CH2:21][CH2:22][C:23]3[CH:28]=[CH:27][C:26]([Cl:29])=[CH:25][C:24]=3[CH:30]3[CH2:32][CH2:31]3)=[CH:17][CH:18]=1)[O:8][CH2:7][CH2:6][CH:5]2[C:34]([OH:36])=[O:35] |f:1.2,3.4.5|. Procedure details: To a stirred solution of ethyl 6-chloro-7-(4-(4-chloro-2-cyclopropylphenethylcarbamoyl)phenoxy)chroman-4-carboxylate (83 mg; 0.15 mmol) in a mixture of 1.4 mL tetrahydrofuran and 0.7 mL ethanol at ambient temperature was added 0.60 mL of 1M aqueous sodium hydroxide. The resulting slightly cloudy mixture was vigorously stirred at ambient temperature for 1 hour, after which the reaction was determined to be complete by thin layer chromatography (90/10/1 chloroform/methanol/HOAc). The reaction mixt... Reactants: S(O)(O)(=O)=O (sulfuric acid), ice, ice, C1(=CC=CC=C1)S(=O)(=O)N (benzene sulfonamide), C(CCCCCCC)N (octylamine), ethanolic solution, CC[O-].[Na+] (sodium ethylate), concentrated aqueous solution, [OH-].[Na+] (NaOH). Solvent: C=1(C(=CC=CC1)C)C (xylene). Conditions: time 16 hour. Yields the product CNCCCCCCCC (N-methyl octylamine). RXN SMILES: [C:1]1(S(N)(=O)=O)C=CC=CC=1.[CH2:11]([NH2:19])[CH2:12][CH2:13][CH2:14][CH2:15][CH2:16][CH2:17][CH3:18].CC[O-].[Na+].S(=O)(=O)(O)O.[OH-].[Na+]>C1(C)C(C)=CC=CC=1>[CH3:1][NH:19][CH2:11][CH2:12][CH2:13][CH2:14][CH2:15][CH2:16][CH2:17][CH3:18] |f:2.3,5.6|. Reported procedure: 523 g of the benzene sulfonamide of octylamine are dissolved in 1500 cc of anhydrous xylene. There are then introduced, with agitation, 835 cc of a 2.4 N ethanolic solution of sodium ethylate. The ethanol is then eliminated by distillation. While agitating the reaction mixture and maintaining its temperature at 100°-110° C., there are introduced over a one hour period 385 cc of methyl sulfate. The resulting mixture is heated at reflux for 4 hours. After cooling, the mineral salts formed are remo... Starting materials: C1CCOC1, ClC(Cl)Cl, COc1nccnc1I, NN, O. The product is COc1nccnc1NN. RXN SMILES: [CH2:1]1[O:2][CH2:3][CH2:4][CH2:5]1.[CH:18]([Cl:19])([Cl:20])[Cl:21].[I:6][c:7]1[n:8][cH:9][cH:10][n:11][c:12]1[O:13][CH3:14].[NH2:16][NH2:17].[OH2:15]>>[c:7]1([NH:16][NH2:17])[n:8][cH:9][cH:10][n:11][c:12]1[O:13][CH3:14]. Starting materials: CC(C(=O)NC1(CCC(CC1)=O)C1=CC=CC=C1)C1=CC(=CC(=C1)C(F)(F)F)C(F)(F)F ((RS)-α-Methyl-N-(4-oxo-1-phenylcyclohexyl)-3,5-bis(trifluoromethyl)benzeneacetamide), C(CCC)[Li] (n-Butyllithium), O (water). Reagents/catalysts: [Br-].C[P+](C1=CC=CC=C1)(C1=CC=CC=C1)C1=CC=CC=C1 (methyl triphenylphosphonium bromide). Solvent: O1CCCC1 (tetrahydrofuran), O1CCCC1 (tetrahydrofuran). Reaction conditions: time 3 hour. Product: CC(C(=O)NC1(CCC(CC1)=C)C1=CC=CC=C1)C1=CC(=CC(=C1)C(F)(F)F)C(F)(F)F ((RS)-α-Methyl-N-(4-methylene-1-phenylcyclohexyl)-3,5-bis(trifluoromethyl) benzeneacetamide). Yield: 76.0%. Reaction SMILES: [CH2:1]([Li])CCC.[CH3:6][CH:7]([C:24]1[CH:29]=[C:28]([C:30]([F:33])([F:32])[F:31])[CH:27]=[C:26]([C:34]([F:37])([F:36])[F:35])[CH:25]=1)[C:8]([NH:10][C:11]1([C:18]2[CH:23]=[CH:22][CH:21]=[CH:20][CH:19]=2)[CH2:16][CH2:15][C:14](=O)[CH2:13][CH2:12]1)=[O:9].O>[Br-].C[P+](C1C=CC=CC=1)(C1C=CC=CC=1)C1C=CC=CC=1.O1CCCC1>[CH3:6][CH:7]([C:24]1[CH:29]=[C:28]([C:30]([F:33])([F:32])[F:31])[CH:27]=[C:26]([C:34]([F:36])([F:35])[F:37])[CH:25]=1)[C:8]([NH:10][C:11]1([C:18]2[CH:19]=[CH:20][CH:21]=[CH:22][CH:23]=2)[CH2:12][CH2:13][C:14](=[CH2:1])[CH2:15][CH2:16]1)=[O:9] |f:3.4|. Reported procedure: n-Butyllithium (1.6 Mol solution in hexanes, 10.3 mL) was added slowly to a stirred, cooled (0° C.) suspension of methyl triphenylphosphonium bromide (5.86 g, 16.4 mmol) in tetrahydrofuran (60 mL) and the mixture was stirred at room temperature for 3 hours. The mixture was cooled to 0° C. and (RS)-α-methyl-N-(4-oxo-1-phenylcyclohexyl)-3,5-bis(trifluoromethyl)benzeneacetamide (Example 3, 3.0 g, 6.56 mmol) in tetrahydrofuran (20 mL) was added. The mixture was stirred at room temperature for 1 hour...